This data is from the Open Reaction Database (ORD), a public repository of structured organic reaction records. The task is: describe an organic reaction: reactants, conditions, products, and yield The reactants are C1(C=2C(C(=O)O1)=CC=CC2)=O (phthalic anhydride), CN(C=1C=C(NC(C)=O)C=CC1)C (m-(dimethylamino)acetanilide). Product: C(C)(=O)NC1=C(C(=O)C2=C(C(=O)O)C=CC=C2)C=CC(=C1)N(C)C (2-(2-acetamido-4-(dimethylamino)benzoyl)benzoic acid). As a reaction SMILES: [C:1]1(=[O:11])[O:6][C:4](=[O:5])[C:3]2=[CH:7][CH:8]=[CH:9][CH:10]=[C:2]12.[CH3:12][N:13]([CH3:24])[C:14]1[CH:15]=[C:16]([CH:21]=[CH:22][CH:23]=1)[NH:17][C:18](=[O:20])[CH3:19]>>[C:18]([NH:17][C:16]1[CH:15]=[C:14]([N:13]([CH3:12])[CH3:24])[CH:23]=[CH:22][C:21]=1[C:4]([C:3]1[CH:7]=[CH:8][CH:9]=[CH:10][C:2]=1[C:1]([OH:6])=[O:11])=[O:5])(=[O:20])[CH3:19]. Reported procedure: Condensation of phthalic anhydride and m-(dimethylamino)acetanilide by the method of part A of Example 1 affords 2-(2-acetamido-4-(dimethylamino)benzoyl)benzoic acid (II: Y'2 =CH3CONH, Y'4 =(CH3)2N, Z4 =Z'5 =Z'6 =Z7 =H). Starting materials: O[Li].O (LiOH-hydrate), C(C)(=O)OC1=C(C(OC(=C1C)C=1OC2=C(C1)C=CC=C2)=O)C (4-acetyloxy-6-(benzofuran-2-yl)-3,5-dimethyl-2H-pyran-2-one). The solvent is CO (MeOH). Reaction conditions: time 2 hour. Yields the product O1C(=CC2=C1C=CC=C2)C2=C(C(=C(C(O2)=O)C)O)C (6-(benzofuran-2-yl)-3,5-dimethyl-4-hydroxy-2H-pyran-2-one). Reaction SMILES: O[Li].O.C([O:7][C:8]1[C:13]([CH3:14])=[C:12]([C:15]2[O:16][C:17]3[CH:23]=[CH:22][CH:21]=[CH:20][C:18]=3[CH:19]=2)[O:11][C:10](=[O:24])[C:9]=1[CH3:25])(=O)C>CO>[O:16]1[C:17]2[CH:23]=[CH:22][CH:21]=[CH:20][C:18]=2[CH:19]=[C:15]1[C:12]1[O:11][C:10](=[O:24])[C:9]([CH3:25])=[C:8]([OH:7])[C:13]=1[CH3:14] |f:0.1|. Reported procedure: An aqueous solution (30 ml) of LiOH-hydrate (465 mg) was added to a solution of 4-acetyloxy-6-(benzofuran-2-yl)-3,5-dimethyl-2H-pyran-2-one (3.00 g) in MeOH (100 ml) at 0° C., and after stirring at room temperature for 2 hours, the MeOH was distilled off under reduced pressure. The residue was rinsed with Et2O, and then a KHSO4 aqueous solution was added at 0° C. for adjustment to pH 2.0. The precipitated crystals were filtered off and thoroughly rinsed with water and Et2O in that order and then...